Dataset: the Open Reaction Database (ORD), a public repository of structured organic reaction records. Task: describe an organic reaction: reactants, conditions, products, and yield Reactants: O=C([O-])O, C1COCCO1, CCOc1cc(C)c(B2OC(C)(C)C(C)(C)O2)cc1C(=O)OC, CCOC(C)=O, Nc1nc(Cl)cc(Cl)n1, [Na+], O, Cl[Pd]Cl, c1ccc(P(c2ccccc2)c2ccccc2)cc1, c1ccc(P(c2ccccc2)c2ccccc2)cc1. The product is CCOc1cc(C)c(-c2cc(Cl)nc(N)n2)cc1C(=O)OC. Reaction SMILES: [C:10](=[O:11])([OH:12])[O-:13].[CH2:39]1[O:40][CH2:41][CH2:42][O:43][CH2:44]1.[CH3:16][O:17][C:18]([c:19]1[c:20]([O:35][CH2:36][CH3:37])[cH:21][c:22]([CH3:34])[c:23]([B:25]2[O:26][C:27]([CH3:28])([CH3:29])[C:30]([CH3:31])([CH3:32])[O:33]2)[cH:24]1)=[O:38].[CH3:45][CH2:46][O:47][C:48](=[O:49])[CH3:50].[NH2:1][c:2]1[n:3][c:4]([Cl:9])[cH:5][c:6]([Cl:8])[n:7]1.[Na+:14].[OH2:15].[Pd:51]([Cl:52])[Cl:53].[c:54]1([P:55]([c:56]2[cH:57][cH:58][cH:59][cH:60][cH:61]2)[c:62]2[cH:63][cH:64][cH:65][cH:66][cH:67]2)[cH:68][cH:69][cH:70][cH:71][cH:72]1.[c:73]1([P:74]([c:75]2[cH:76][cH:77][cH:78][cH:79][cH:80]2)[c:81]2[cH:82][cH:83][cH:84][cH:85][cH:86]2)[cH:87][cH:88][cH:89][cH:90][cH:91]1>>[NH2:1][c:2]1[n:3][c:4](-[c:23]2[c:22]([CH3:34])[cH:21][c:20]([O:35][CH2:36][CH3:37])[c:19]([C:18]([O:17][CH3:16])=[O:38])[cH:24]2)[cH:5][c:6]([Cl:8])[n:7]1. Starting materials: acyloxyalkyl alkoxycarbonyloxyalkyl carboxylic esters, carboxylic acids, ClCCCS(=O)(=O)OCC([C@H](C(=O)O)O[Si](C(C)(C)C)(C)C)(C)C ((2R)-4-[(3-Chloropropyl)sulfonyloxy]-3,3-dimethyl-2-(1,1,2,2-tetramethyl-1-silapropoxy)butanoic acid), C(C1=CC=CC=C1)(=O)OC(C)Cl (1-Chloroethyl Benzoate). Reagents/catalysts: C([O-])([O-])=O.[Ag+2] (silver carbonate). Run in C1(=CC=CC=C1)C (toluene). Product: ClCCCS(=O)(=O)OCC([C@H](C(=O)OCCOC(C1=CC=CC=C1)=O)O[Si](C(C)(C)C)(C)C)(C)C (Benzoyloxyethyl (2R)-4-[(3-chloropropyl)sulfonyloxy]-3,3-dimethyl-2-(1,1,2,2-tetramethyl-1-silapropoxy)butanoate). Yield: 110.0%. As a reaction SMILES: [Cl:1][CH2:2][CH2:3][CH2:4][S:5]([O:8][CH2:9][C:10]([CH3:24])([CH3:23])[C@@H:11]([O:15][Si:16]([CH3:22])([CH3:21])[C:17]([CH3:20])([CH3:19])[CH3:18])[C:12]([OH:14])=[O:13])(=[O:7])=[O:6].[C:25]([O:33][CH:34](Cl)[CH3:35])(=[O:32])[C:26]1[CH:31]=[CH:30][CH:29]=[CH:28][CH:27]=1>C1(C)C=CC=CC=1.C(=O)([O-])[O-].[Ag+2]>[Cl:1][CH2:2][CH2:3][CH2:4][S:5]([O:8][CH2:9][C:10]([CH3:24])([CH3:23])[C@@H:11]([O:15][Si:16]([CH3:22])([CH3:21])[C:17]([CH3:19])([CH3:18])[CH3:20])[C:12]([O:14][CH2:35][CH2:34][O:33][C:25](=[O:32])[C:26]1[CH:31]=[CH:30][CH:29]=[CH:28][CH:27]=1)=[O:13])(=[O:7])=[O:6] |f:3.4|. Procedure: Following the general procedure for the preparation of acyloxyalkyl/alkoxycarbonyloxyalkyl carboxylic esters from carboxylic acids of Description 22, (2R)-4-[(3-chloropropyl)sulfonyloxy]-3,3-dimethyl-2-(1,1,2,2-tetramethyl-1-silapropoxy)butanoic acid (15) (0.4 g, 0.99 mmol) dissolved in 5 mL of anhydrous toluene was reacted with 0.55 g (3.0 mmol) of 1-chloroethyl benzoate (23) in the presence of 0.33 g (1.1 mmol) of silver carbonate (Ag2CO3). After work-up, the crude material was purified by sil... Reactants: CCOP(=O)(CC#N)OCC, Cc1ccccc1, O=Cc1c(C2CC2)nc2ccccc2c1-c1ccc(F)cc1, [Na+], [OH-], O, CCC(C#N)(CC)O[PH](=O)[O-]. The product is N#CC=Cc1c(C2CC2)nc2ccccc2c1-c1ccc(F)cc1. RXN SMILES: [C:36]([CH2:37][P:38](=[O:39])([O:40][CH2:41][CH3:42])[O:43][CH2:44][CH3:45])#[N:46].[CH3:47][c:48]1[cH:49][cH:50][cH:51][cH:52][cH:53]1.[CH:1]1([c:4]2[n:5][c:6]3[cH:7][cH:8][cH:9][cH:10][c:11]3[c:12](-[c:16]3[cH:17][cH:18][c:19]([F:22])[cH:20][cH:21]3)[c:13]2[CH:14]=[O:15])[CH2:2][CH2:3]1.[Na+:35].[OH-:34].[OH2:54].[PH:23](=[O:24])([O-:28])[O:29][C:25]([C:26]#[N:27])([CH2:30][CH3:31])[CH2:32][CH3:33]>>[CH:1]1([c:4]2[n:5][c:6]3[cH:7][cH:8][cH:9][cH:10][c:11]3[c:12](-[c:16]3[cH:17][cH:18][c:19]([F:22])[cH:20][cH:21]3)[c:13]2[CH:14]=[CH:25][C:26]#[N:27])[CH2:2][CH2:3]1. Reaction SMILES: [CH3:1][O:2][C:3]1[N:8]=[C:7]([CH2:9][CH:10]2[NH:15][CH2:14][CH2:13][N:12]([S:16]([C:19]3[S:20][CH:21]=[CH:22][CH:23]=3)(=[O:18])=[O:17])[CH2:11]2)[CH:6]=[CH:5][CH:4]=1.Br[C:25]1[CH:30]=[CH:29][C:28]([C:31]([OH:40])([C:36]([F:39])([F:38])[F:37])[C:32]([F:35])([F:34])[F:33])=[CH:27][CH:26]=1.CC(C)([O-])C.[Na+]>C1(C)C=CC=CC=1.[NH4+].[Cl-].C1C=CC(/C=C/C(/C=C/C2C=CC=CC=2)=O)=CC=1.C1C=CC(/C=C/C(/C=C/C2C=CC=CC=2)=O)=CC=1.C1C=CC(/C=C/C(/C=C/C2C=CC=CC=2)=O)=CC=1.[Pd].[Pd]>[F:33][C:32]([F:34])([F:35])[C:31]([C:28]1[CH:27]=[CH:26][C:25]([N:15]2[CH2:14][CH2:13][N:12]([S:16]([C:19]3[S:20][CH:21]=[CH:22][CH:23]=3)(=[O:17])=[O:18])[CH2:11][CH:10]2[CH2:9][C:7]2[CH:6]=[CH:5][CH:4]=[C:3]([O:2][CH3:1])[N:8]=2)=[CH:30][CH:29]=1)([OH:40])[C:36]([F:37])([F:39])[F:38] |f:2.3,5.6,7.8.9.10.11|. The solvent is C1(=CC=CC=C1)C (toluene), [NH4+].[Cl-] (NH4Cl). Starting materials: COC1=CC=CC(=N1)CC1CN(CCN1)S(=O)(=O)C=1SC=CC1 (3-((6-methoxy-2-pyridinyl)methyl)-1-(2-thiophenylsulfonyl)piperazine), BrC1=CC=C(C=C1)C(C(F)(F)F)(C(F)(F)F)O (2-(4-bromophenyl)-1,1,1,3,3,3-hexafluoropropan-2-ol), dicyclohexyl(2′,4′,6′-triisopropyl-[1′,1′-biphenyl]-2-yl)phosphine, CC(C)([O-])C.[Na+] (sodium tert-butoxide). The reagents and catalysts are C=1C=CC(=CC1)/C=C/C(=O)/C=C/C2=CC=CC=C2.C=1C=CC(=CC1)/C=C/C(=O)/C=C/C2=CC=CC=C2.C=1C=CC(=CC1)/C=C/C(=O)/C=C/C2=CC=CC=C2.[Pd].[Pd] (tris(dibenzylideneacetone)dipalladium). Conditions: temperature 100 celsius, time 18 hour. Product: FC(C(C(F)(F)F)(O)C1=CC=C(C=C1)N1C(CN(CC1)S(=O)(=O)C=1SC=CC1)CC1=NC(=CC=C1)OC)(F)F (1,1,1,3,3,3-hexafluoro-2-(4-(2-((6-methoxy-2-pyridinyl)methyl)-4-(2-thiophenylsulfonyl)-1-piperazinyl)phenyl)-2-propanol). Yield: 75.4%. Procedure: To a 50-mL round-bottomed flask was added 3-((6-methoxy-2-pyridinyl)methyl)-1-(2-thiophenylsulfonyl)piperazine (115 mg, 0.325 mmol), 2-(4-bromophenyl)-1,1,1,3,3,3-hexafluoropropan-2-ol (126 mg, 0.390 mmol, Bioorg. Med. Chem. Lett. 2002, 12, 3009), dicyclohexyl(2′,4′,6′-triisopropyl-[1′,1′-biphenyl]-2-yl)phosphine (RuPhos)(62 mg, 0.13 mmol, Strem, Newburyport, Mass.), tris(dibenzylideneacetone)dipalladium (30 mg, 0.033 mmol, Strem, Newburyport, Mass.) and sodium tert-butoxide (94 mg, 0.98 mmol, A... The reactants are ClCC(=O)N1CC(C2=CC=C(C=C12)N1C(N(C(C1=O)(C)C)CC1=CC(=NC=C1)Cl)=O)(C)C (3-[1-(chloroacetyl)-3,3-dimethyl-2,3-dihydro-1H-indol-6-yl]-1-[(2-chloropyridin-4-yl)methyl]-5,5-dimethylimidazolidine-2,4-dione), solution, CNC (dimethylamine). The solvent is O1CCCC1 (tetrahydrofuran). The product is ClC1=NC=CC(=C1)CN1C(N(C(C1(C)C)=O)C1=CC=C2C(CN(C2=C1)C(CN(C)C)=O)(C)C)=O (1-[(2-chloropyridin-4-yl)methyl]-3-[1-(N,N-dimethylglycyl)-3,3-dimethyl-2,3-dihydro-1H-indol-6-yl]-5,5-dimethylimidazolidine-2,4-dione). RXN SMILES: Cl[CH2:2][C:3]([N:5]1[C:13]2[C:8](=[CH:9][CH:10]=[C:11]([N:14]3[C:18](=[O:19])[C:17]([CH3:21])([CH3:20])[N:16]([CH2:22][C:23]4[CH:28]=[CH:27][N:26]=[C:25]([Cl:29])[CH:24]=4)[C:15]3=[O:30])[CH:12]=2)[C:7]([CH3:32])([CH3:31])[CH2:6]1)=[O:4].[CH3:33][NH:34][CH3:35]>O1CCCC1>[Cl:29][C:25]1[CH:24]=[C:23]([CH2:22][N:16]2[C:17]([CH3:21])([CH3:20])[C:18](=[O:19])[N:14]([C:11]3[CH:12]=[C:13]4[C:8]([C:7]([CH3:31])([CH3:32])[CH2:6][N:5]4[C:3](=[O:4])[CH2:2][N:34]([CH3:35])[CH3:33])=[CH:9][CH:10]=3)[C:15]2=[O:30])[CH:28]=[CH:27][N:26]=1. Reported procedure: A solution of 0.951 g of 3-[1-(chloroacetyl)-3,3-dimethyl-2,3-dihydro-1H-indol-6-yl]-1-[(2-chloropyridin-4-yl)methyl]-5,5-dimethylimidazolidine-2,4-dione obtained in stage j) of Example 3 in 80 mL of a 2M solution of dimethylamine in tetrahydrofuran is heated at 60° C. for 4 hours. The reaction mixture is then concentrated under reduced pressure and is triturated in 30 mL of water. A solid forms, which is filtered off, washed with twice 5 mL of diisopropyl ether and dried to give 3.5 g of 1-[(2-... The reactants are FC1=CC=C(C=C1)C1=CC=C(C=C1)C(=O)OC (methyl 4′-fluoro(1,1′-biphenyl)-4-carboxylate), [Li+].[OH-] (LiOH), Cl (HCl). Run in C(C)(=O)OCC (ethyl acetate), C1CCOC1 (THF). Product: FC1=CC=C(C=C1)C1=CC=C(C=C1)C(=O)O (4′-fluoro(1,1′-biphenyl)-4-carboxylic acid). Reaction SMILES: [F:1][C:2]1[CH:7]=[CH:6][C:5]([C:8]2[CH:13]=[CH:12][C:11]([C:14]([O:16]C)=[O:15])=[CH:10][CH:9]=2)=[CH:4][CH:3]=1.[Li+].[OH-].Cl>C1COCC1.C(OCC)(=O)C>[F:1][C:2]1[CH:3]=[CH:4][C:5]([C:8]2[CH:13]=[CH:12][C:11]([C:14]([OH:16])=[O:15])=[CH:10][CH:9]=2)=[CH:6][CH:7]=1 |f:1.2|. Reported procedure: A room temperature solution of Example 1A (10.0 g, 43.4 mmol) and saturated LiOH (50 mL) in THF (100 mL) was stirred for 16 hours, slowly adjusted to pH 2-4 with 6M HCl, diluted with ethyl acetate (200 mL), washed with water (100 mL) and brine (50 mL), dried (MgSO4), filtered, and concentrated to provide the desired product of sufficient purity for subsequent use. MS (ESI(−)) m/e 215 (M−H)−. Reactants: C1(CCCC1)N1N=CC2=C1N=C(NC2=O)[C@@H]2CNC[C@H]2C (1-cyclopentyl-6-[(3S,4S)-4-methylpyrrolidin-3-yl]-1H-pyrazolo[3,4-d]pyrimidin-4(5H)-one), C(C1=CC=CC=C1)N1C[C@H]([C@@H](C1)CC)C=1NC(C2=C(N1)N(N=C2)C(C)C)=O (6-[(3S,4S)-1-benzyl-4-ethylpyrrolidin-3-yl]-1-isopropyl-1,5-dihydro-4H-pyrazolo[3,4-d]pyrimidin-4-one). Yields the product C(C)[C@H]1[C@@H](CNC1)C=1NC(C2=C(N1)N(N=C2)C(C)C)=O (6-((3S,4S)-4-ethylpyrrolidin-3-yl)-1-isopropyl-1H-pyrazolo[3,4-d]pyrimidin-4(5H)-one). Reaction SMILES: C1(N2C3N=C([C@H]4[C@H](C)CNC4)NC(=O)C=3C=N2)CCCC1.C([N:29]1[CH2:33][C@@H:32]([CH2:34][CH3:35])[C@H:31]([C:36]2[NH:37][C:38](=[O:48])[C:39]3[CH:44]=[N:43][N:42]([CH:45]([CH3:47])[CH3:46])[C:40]=3[N:41]=2)[CH2:30]1)C1C=CC=CC=1>>[CH2:34]([C@@H:32]1[CH2:33][NH:29][CH2:30][C@H:31]1[C:36]1[NH:37][C:38](=[O:48])[C:39]2[CH:44]=[N:43][N:42]([CH:45]([CH3:47])[CH3:46])[C:40]=2[N:41]=1)[CH3:35]. Procedure details: Following the procedure for the preparation of 1-cyclopentyl-6-[(3S,4S)-4-methylpyrrolidin-3-yl]-1H-pyrazolo[3,4-d]pyrimidin-4(5H)-one but substituting 6-[(3S,4S)-1-benzyl-4-ethylpyrrolidin-3-yl]-1-isopropyl-1,5-dihydro-4H-pyrazolo[3,4-d]pyrimidin-4-one provided the title compound. 400 MHz 1H NMR (CD3OD) δ 8.02 (s, 1H), 5.10 (m, 1H), 3.78-3.60 (m, 3H), 3.32-3.28 (m, 1H), 3.10 (m, 1H), 2.62 (m, 1H), 1.65 (m, 1H), 1.58 (m, 1H), 1.49 (dd, J=6.6, 1.7 Hz, 6H), 0.97 (t, J=7.5 Hz, 3H). MS: (M+H m/z=276... The reactants are BrC=1C=C(C(=O)O)C=CC1F (3-bromo-4-fluorobenzoic acid), ClS(=O)(=O)O (chlorosulfonic acid), ice water. Product: BrC=1C=C(C(=O)O)C=C(C1F)S(=O)(=O)Cl (3-Bromo-5-chlorosulfonyl-4-fluorobenzoic acid). As a reaction SMILES: [Br:1][C:2]1[CH:3]=[C:4]([CH:8]=[CH:9][C:10]=1[F:11])[C:5]([OH:7])=[O:6].[Cl:12][S:13](O)(=[O:15])=[O:14]>>[Br:1][C:2]1[CH:3]=[C:4]([CH:8]=[C:9]([S:13]([Cl:12])(=[O:15])=[O:14])[C:10]=1[F:11])[C:5]([OH:7])=[O:6]. Reported procedure: Heat 3-bromo-4-fluorobenzoic acid (6.25 g, 26.2 mmol) in chlorosulfonic acid (15 mL) at 125° C. for 120 h. Cool to room temperature and add dropwise to about 125 mL ice water. Collect the filtered solid as the title compound. The reactants are C1(CCCC1)OC=1C=C(C=CC1OC)CCCOS(=O)(=O)C1=CC=C(C=C1)C (3-(3-cyclopentoxy-4-methoxyphenyl)-1-O-p-toluenesulfonyl-1-propanol), [N-]=[N+]=[N-].[Na+] (sodium azide), [I-].[K+] (potassium iodide). The solvent is CN(C=O)C (N,N-dimethylformamide). Conditions: time 16 hour. Product: C1(CCCC1)OC=1C=C(C=CC1OC)CCCN=[N+]=[N-] (3-(3-Cyclopentoxy-4-methoxyphenyl)-1-propyl azide). RXN SMILES: [CH:1]1([O:6][C:7]2[CH:8]=[C:9]([CH2:15][CH2:16][CH2:17]OS(C3C=CC(C)=CC=3)(=O)=O)[CH:10]=[CH:11][C:12]=2[O:13][CH3:14])[CH2:5][CH2:4][CH2:3][CH2:2]1.[N-:29]=[N+:30]=[N-:31].[Na+].[I-].[K+]>CN(C)C=O>[CH:1]1([O:6][C:7]2[CH:8]=[C:9]([CH2:15][CH2:16][CH2:17][N:29]=[N+:30]=[N-:31])[CH:10]=[CH:11][C:12]=2[O:13][CH3:14])[CH2:5][CH2:4][CH2:3][CH2:2]1 |f:1.2,3.4|. Procedure details: To a stirred solution of 0.21 g (0.5 mmol) of 3-(3-cyclopentoxy-4-methoxyphenyl)-1-O-p-toluenesulfonyl-1-propanol in 10 mL of dry N,N-dimethylformamide under a nitrogen atmosphere was added 0.7 g (1.0 mmol) of sodium azide and 0.6 g (0.4 mmol) of potassium iodide in single portions. The mixture was stirred at room temperature for 16 hours at the end of which time the reaction was quenched with excess water and extracted with three, 25 mL portions of chloroform. The combined organic fractions wer...